Dataset: the Open Reaction Database (ORD), a public repository of structured organic reaction records. Task: describe an organic reaction: reactants, conditions, products, and yield Reactants: C1CCOC1, CO, CN(C)C1=Cc2cc([N+](=O)[O-])ccc2C1. Product: CN(C)C1Cc2ccc([N+](=O)[O-])cc2C1. RXN SMILES: [CH2:18]1[O:19][CH2:20][CH2:21][CH2:22]1.[CH3:16][OH:17].[CH3:1][N:2]([C:3]1=[CH:11][c:10]2[c:5]([cH:6][cH:7][c:8]([N+:12](=[O:13])[O-:14])[cH:9]2)[CH2:4]1)[CH3:15]>>[CH3:1][N:2]([CH:3]1[CH2:4][c:5]2[cH:6][cH:7][c:8]([N+:12](=[O:13])[O-:14])[cH:9][c:10]2[CH2:11]1)[CH3:15]. The reactants are O=C([O-])O, Cc1ccsc1C1CC(=O)c2c(C)ccnc2C1, CCOC(C)=O, [Na+], O=S(=O)(Cl)Cl, c1ccncc1. Product: Cc1cc(Cl)sc1C1CC(=O)c2c(C)ccnc2C1. RXN SMILES: [C:30](=[O:31])([O-:32])[OH:33].[CH3:1][c:2]1[c:3]([CH:7]2[CH2:8][C:9](=[O:18])[c:10]3[c:11]([CH3:17])[cH:12][cH:13][n:14][c:15]3[CH2:16]2)[s:4][cH:5][cH:6]1.[CH3:35][CH2:36][O:37][C:38](=[O:39])[CH3:40].[Na+:34].[S:25]([Cl:26])(=[O:27])([Cl:28])=[O:29].[cH:19]1[cH:20][cH:21][n:22][cH:23][cH:24]1>>[CH3:1][c:2]1[c:3]([CH:7]2[CH2:8][C:9](=[O:18])[c:10]3[c:11]([CH3:17])[cH:12][cH:13][n:14][c:15]3[CH2:16]2)[s:4][c:5]([Cl:28])[cH:6]1. The reactants are [H][H] (hydrogen), O1C(=CC=C1)C=CC(=O)OCC (ethyl 3-(2-furanyl)acrylate), [OH-].[NH4+] (ammonium hydroxide). The reagents and catalysts are [Ni] (Raney Nickel). Solvent: C(C)(=O)OCC (ethyl acetate). Yields the product O1C(=CC=C1)CCC(=O)OCC (ethyl 3-(2-furanyl)-propionate). The yield is 71.4%. Reaction SMILES: [O:1]1[CH:5]=[CH:4][CH:3]=[C:2]1[CH:6]=[CH:7][C:8]([O:10][CH2:11][CH3:12])=[O:9].[OH-].[NH4+].[H][H]>[Ni].C(OCC)(=O)C>[O:1]1[CH:5]=[CH:4][CH:3]=[C:2]1[CH2:6][CH2:7][C:8]([O:10][CH2:11][CH3:12])=[O:9] |f:1.2|. Procedure details: A mixture of ethyl 3-(2-furanyl)acrylate (46.7 g) and conc. ammonium hydroxide solution (25 ml) was hydrogenated in the presence of Raney Nickel (500 mg) at 35° C. until a theoretical amount of hydrogen was taken up. The Raney Nickel was removed by filtering through diatomaceous earth and the filtrate was evaporated at reduced pressure to yield a brown oil. The oil was dissolved in ethyl acetate, washed with distilled water, dried (MgSO4) and the solvent evaporated at reduced pressure to yield e... Reactants: O=C1NN=C(C=C1)C=1C(=NN2C1C=CC=C2)C2=CC=CC=C2 (3-(3-oxo-2,3-dihydropyridazin-6-yl)-2-phenylpyrazolo[1,5-a]pyridine), BrCCCC(=O)OCC (ethyl 4-bromobutyrate). The solvent is C(Cl)(Cl)Cl (chloroform). Reaction conditions: time 2 day. The product is C(C)OC(=O)CCCN1N=C(C=CC1=O)C=1C(=NN2C1C=CC=C2)C2=CC=CC=C2 (3-[2-(3-ethoxycarbonylpropyl)-3-oxo-2,3-dihydropyridazin-6-yl]-2-phenylpyrazolo[1,5-a]pyridine). The yield is 74.7%. RXN SMILES: [O:1]=[C:2]1[CH:7]=[CH:6][C:5]([C:8]2[C:9]([C:17]3[CH:22]=[CH:21][CH:20]=[CH:19][CH:18]=3)=[N:10][N:11]3[CH:16]=[CH:15][CH:14]=[CH:13][C:12]=23)=[N:4][NH:3]1.Br[CH2:24][CH2:25][CH2:26][C:27]([O:29][CH2:30][CH3:31])=[O:28]>C(Cl)(Cl)Cl>[CH2:30]([O:29][C:27]([CH2:26][CH2:25][CH2:24][N:3]1[C:2](=[O:1])[CH:7]=[CH:6][C:5]([C:8]2[C:9]([C:17]3[CH:22]=[CH:21][CH:20]=[CH:19][CH:18]=3)=[N:10][N:11]3[CH:16]=[CH:15][CH:14]=[CH:13][C:12]=23)=[N:4]1)=[O:28])[CH3:31]. Procedure: A mixture of 3-(3-oxo-2,3-dihydropyridazin-6-yl)-2-phenylpyrazolo[1,5-a]pyridine (0.47 g), ethyl 4-bromobutyrate (0.32 g), triton B (0.5 ml) and chloroform was stirred for 2 days under room temperature. The reaction mixture was evaporated and the residue was subjected to a column chromatography on silica gel (20 g) with chloroform as an eluent. The fractions containing the object compound were combined (20 ml) and concentrated under reduced pressure. The residue was dissolved in ethyl acetate an... Reactants: Cl.CC=1C=CC(=NC1)OC1=CC(=CC=C1)C=C1CCNCC1 (5-Methyl-2-(3-(piperidin-4-ylidenemethyl)phenoxy)pyridine hydrochloride), CC1=NOC(=C1C)NC(OC1=CC=CC=C1)=O (phenyl 3,4-dimethylisoxazol-5-ylcarbamate), NC1=C(C(=NO1)C)C (5-amino-3,4-dimethylisoxazole), C(C)(C)N(CC)C(C)C (diisopropylethylamine). Run in C(C)#N (acetonitrile). Reaction conditions: time 16 hour. The product is CC=1C=CC(=NC1)OC=1C=C(C=C2CCN(CC2)C(=O)NC2=C(C(=NO2)C)C)C=CC1 (4-(3-(5-methylpyridin-2-yloxy)benzylidene)-N-(3,4-dimethylisoxazol-5-yl)piperidine-1-carboxamide). RXN SMILES: Cl.[CH3:2][C:3]1[CH:4]=[CH:5][C:6]([O:9][C:10]2[CH:15]=[CH:14][CH:13]=[C:12]([CH:16]=[C:17]3[CH2:22][CH2:21][NH:20][CH2:19][CH2:18]3)[CH:11]=2)=[N:7][CH:8]=1.[CH3:23][C:24]1[C:28]([CH3:29])=[C:27]([NH:30][C:31](=O)[O:32]C2C=CC=CC=2)[O:26][N:25]=1.NC1ON=C(C)C=1C.C(N(C(C)C)CC)(C)C>C(#N)C>[CH3:2][C:3]1[CH:4]=[CH:5][C:6]([O:9][C:10]2[CH:11]=[C:12]([CH:13]=[CH:14][CH:15]=2)[CH:16]=[C:17]2[CH2:22][CH2:21][N:20]([C:31]([NH:30][C:27]3[O:26][N:25]=[C:24]([CH3:23])[C:28]=3[CH3:29])=[O:32])[CH2:19][CH2:18]2)=[N:7][CH:8]=1 |f:0.1|. Procedure details: 5-Methyl-2-(3-(piperidin-4-ylidenemethyl)phenoxy)pyridine hydrochloride (150 mg, 0.473 mmol, from Example 44, Step 5), phenyl 3,4-dimethylisoxazol-5-ylcarbamate (110 mg, 0.473 mmol, prepared according to the procedure described in Synthesis, 1997, 1189-1194 from 5-amino-3,4-dimethylisoxazole) and diisopropylethylamine (0.20 mL, 1.15 mmol) were combined in acetonitrile (5 mL) and stirred at room temperature. After 16 h, the reaction was concentrated and the residue was purified by silica gel chro...